This data is from the Open Reaction Database (ORD), a public repository of structured organic reaction records. The task is: describe an organic reaction: reactants, conditions, products, and yield Reactants: B, NC(=O)c1oc2c(I)cc(Cl)cc2c1-c1ccccc1, Cl, [Na+], C1CCOC1, [OH-]. Product: NCc1oc2c(I)cc(Cl)cc2c1-c1ccccc1. Reaction SMILES: [BH3:1].[Cl:2][c:3]1[cH:4][c:5]2[c:6]([o:7][c:8]([C:16](=[O:17])[NH2:18])[c:9]2-[c:10]2[cH:11][cH:12][cH:13][cH:14][cH:15]2)[c:19]([I:21])[cH:20]1.[ClH:22].[Na+:24].[O:25]1[CH2:26][CH2:27][CH2:28][CH2:29]1.[OH-:23]>>[Cl:2][c:3]1[cH:4][c:5]2[c:6]([o:7][c:8]([CH2:16][NH2:18])[c:9]2-[c:10]2[cH:11][cH:12][cH:13][cH:14][cH:15]2)[c:19]([I:21])[cH:20]1. Starting materials: CC(=O)N1C(=O)Cc2cc([N+](=O)[O-])ccc21, CO, ClCCl, [H][H]. Product: CC(=O)N1C(=O)Cc2cc(N)ccc21. RXN SMILES: [C:1]([CH3:2])(=[O:3])[N:4]1[C:5](=[O:16])[CH2:6][c:7]2[cH:8][c:9]([N+:13]([O-:14])=[O:15])[cH:10][cH:11][c:12]21.[CH3:22][OH:23].[Cl:19][CH2:20][Cl:21].[H:17][H:18]>>[C:1]([CH3:2])(=[O:3])[N:4]1[C:5](=[O:16])[CH2:6][c:7]2[cH:8][c:9]([NH2:13])[cH:10][cH:11][c:12]21. The reactants are CCO, Cl, [K+], [OH-], O, O=C(Oc1ccccc1)N1CCC(c2noc3ccccc23)CC1. Product: Cl, c1ccc2c(C3CCNCC3)noc2c1. Reaction SMILES: [CH3:25][CH2:26][OH:27].[ClH:30].[K+:29].[OH-:28].[OH2:31].[c:1]1([O:2][C:3](=[O:4])[N:10]2[CH2:11][CH2:12][CH:13]([c:16]3[n:17][o:18][c:19]4[c:20]3[cH:21][cH:22][cH:23][cH:24]4)[CH2:14][CH2:15]2)[cH:5][cH:6][cH:7][cH:8][cH:9]1>>[ClH:30].[NH:10]1[CH2:11][CH2:12][CH:13]([c:16]2[n:17][o:18][c:19]3[c:20]2[cH:21][cH:22][cH:23][cH:24]3)[CH2:14][CH2:15]1. The reactants are CI, COc1cccc(C23CCCC(C2)N(C)C3=O)c1, [Li], O, c1ccccc1. Product: C=C1N(C)C2CCCC1(c1cccc(OC)c1)C2. As a reaction SMILES: [CH3:2][I:3].[CH3:4][O:5][c:6]1[cH:7][c:8]([C:12]23[CH2:13][CH2:14][CH2:15][CH:16]([N:17]([CH3:20])[C:18]2=[O:19])[CH2:21]3)[cH:9][cH:10][cH:11]1.[Li:1].[OH2:22].[cH:23]1[cH:24][cH:25][cH:26][cH:27][cH:28]1>>[CH2:2]=[C:18]1[C:12]2([c:8]3[cH:7][c:6]([O:5][CH3:4])[cH:11][cH:10][cH:9]3)[CH2:13][CH2:14][CH2:15][CH:16]([N:17]1[CH3:20])[CH2:21]2. Reactants: Cl.NC(CC(=O)OC)C1=CC(=C(C=C1)OC)OCC (methyl 3-amino-3-(3-ethoxy-4-methoxyphenyl)propionate hydrochloride), C([O-])([O-])=O.[Na+].[Na+] (sodium carbonate), C(=O)(OCC)N1C(C=2C(C1=O)=CC=CC2)=O (N-carbethoxyphthalimide). Run in O (water), C(C)#N (acetonitrile). Reaction conditions: time 3 hour. Yields the product C1(C=2C(C(N1C(CC(=O)OC)C1=CC(=C(C=C1)OC)OCC)=O)=CC=CC2)=O (methyl 3-phthalimido-3-(3-ethoxy-4-methoxyphenyl)propionate). Isolated yield 86.9%. RXN SMILES: Cl.[NH2:2][CH:3]([C:9]1[CH:14]=[CH:13][C:12]([O:15][CH3:16])=[C:11]([O:17][CH2:18][CH3:19])[CH:10]=1)[CH2:4][C:5]([O:7][CH3:8])=[O:6].C(=O)([O-])[O-].[Na+].[Na+].C(N1[C:35](=[O:36])[C:34]2=[CH:37][CH:38]=[CH:39][CH:40]=[C:33]2[C:32]1=[O:41])(OCC)=O>O.C(#N)C>[C:32]1(=[O:41])[N:2]([CH:3]([C:9]2[CH:14]=[CH:13][C:12]([O:15][CH3:16])=[C:11]([O:17][CH2:18][CH3:19])[CH:10]=2)[CH2:4][C:5]([O:7][CH3:8])=[O:6])[C:35](=[O:36])[C:34]2=[CH:37][CH:38]=[CH:39][CH:40]=[C:33]12 |f:0.1,2.3.4|. Reported procedure: To a stirred solution of methyl 3-amino-3-(3-ethoxy-4-methoxyphenyl)propionate hydrochloride (0.87 g, 3.0 mmol) and sodium carbonate (0.32 g, 3.0 mmol) in a mixture of water (10 mL) and acetonitrile (10 mL) was added N-carbethoxyphthalimide (0.68 g, 3.0 mmol). The resulting solution was stirred for 3 hours at room temperature. The acetonitrile was removed in vacuo. To the resulting mixture was added ether (5 mL) and the mixture was stirred at room temperature overnight allowing the ether to evap...